From a dataset of the Open Reaction Database (ORD), a public repository of structured organic reaction records. describe an organic reaction: reactants, conditions, products, and yield Starting materials: ClC=1C=CC=C2C=3C(=CC=CC3N(C12)CC1=CC=C(C=C1)F)O (8-Chloro-9-(4-fluorobenzyl)-9H-carbazol-4-ol), Cl.C(C)N(CCCl)CC (2-diethylaminoethylchloride hydrochloride), C([O-])([O-])=O.[K+].[K+] (potassium carbonate), [I-].[Na+] (sodium iodide). The solvent is CN(C)C=O (DMF). Product: ClC=1C=CC=C2C=3C(=CC=CC3N(C12)CC1=CC=C(C=C1)F)OCCN(CC)CC (N-(2-{[8-Chloro-9-(4-fluorobenzyl)-9H-carbazol-4-yl]oxy}ethyl)-N,N-diethylamine). Isolated yield 54.5%. Reaction SMILES: [Cl:1][C:2]1[CH:3]=[CH:4][CH:5]=[C:6]2[C:14]=1[N:13]([CH2:15][C:16]1[CH:21]=[CH:20][C:19]([F:22])=[CH:18][CH:17]=1)[C:12]1[CH:11]=[CH:10][CH:9]=[C:8]([OH:23])[C:7]2=1.Cl.[CH2:25]([N:27]([CH2:31][CH3:32])[CH2:28][CH2:29]Cl)[CH3:26].C(=O)([O-])[O-].[K+].[K+].[I-].[Na+]>CN(C=O)C>[Cl:1][C:2]1[CH:3]=[CH:4][CH:5]=[C:6]2[C:14]=1[N:13]([CH2:15][C:16]1[CH:21]=[CH:20][C:19]([F:22])=[CH:18][CH:17]=1)[C:12]1[CH:11]=[CH:10][CH:9]=[C:8]([O:23][CH2:26][CH2:25][N:27]([CH2:31][CH3:32])[CH2:28][CH3:29])[C:7]2=1 |f:1.2,3.4.5,6.7|. Procedure details: 8-Chloro-9-(4-fluorobenzyl)-9H-carbazol-4-ol (0.1038 g, 0.32mmol), 2-diethylaminoethylchloride hydrochloride (0.0831 g, 0.48 mmol), potassium carbonate (0.1248 g, 0.90 mmol), sodium iodide (0.0037 g, 0.025 mmol) and DMF (1 mL) are heated at 85° C. for 5.5 h. After the mixture had cooled, it is partitioned between water and ether. The combined organic layers are dried over magnesium sulfate and concentrated to an oil. The oil is chromatographed on silica gel (50 mL) using methanol/dichloromethane...